Dataset: the Open Reaction Database (ORD), a public repository of structured organic reaction records. Task: describe an organic reaction: reactants, conditions, products, and yield The reactants are ClC1=CC=CC=2SC3=CC=CC=C3C(C12)=O (1-chloro-thioxanthone), C1(=CC=CC=C1)S (thiophenol), ClC1=C(C#N)C(=CC=C1)Cl (2,6-dichloro-benzonitrile), alkali metal salt. Product: ClC1=C(C#N)C(=CC=C1)SC1=CC=CC=C1 (2-chloro-6-phenylthio-benzonitrile). Reaction SMILES: [Cl:1][C:2]1[C:15]2[C:14](=O)[C:13]3[C:8](=[CH:9][CH:10]=[CH:11][CH:12]=3)[S:7][C:6]=2[CH:5]=[CH:4][CH:3]=1.ClC1C=CC=C(Cl)C=1C#[N:21].C1(S)C=CC=CC=1>>[Cl:1][C:2]1[CH:3]=[CH:4][CH:5]=[C:6]([S:7][C:8]2[CH:13]=[CH:12][CH:11]=[CH:10][CH:9]=2)[C:15]=1[C:14]#[N:21]. Reported procedure: U.S. Pat. No. 3,711,513 teaches the preparation of 1-chloro-thioxanthone by reacting 2,6-dichloro-benzonitrile with an alkali metal salt of thiophenol to obtain 2-chloro-6-phenylthio-benzonitrile, which is reacted with polyphosphoric acid to give 1-chloro-9-imino-thioxanthene, this latter product being hydrolysed to 1-chloro-thioxanthone. RXN SMILES: [CH2:1]([c:2]1[cH:3][cH:4][cH:5][cH:6][cH:7]1)[O:8][C:9](=[O:10])[c:11]1[cH:12][c:13]([NH:17][C:18]([NH:19][CH2:20][C:21](=[O:22])[N:23]2[CH:24]([C:41](=[O:42])[O:43][C:44]([CH3:45])([CH3:46])[CH3:47])[CH2:25][CH:26]([CH2:34][c:35]3[cH:36][cH:37][cH:38][cH:39][cH:40]3)[CH:27]2[c:28]2[cH:29][cH:30][cH:31][cH:32][cH:33]2)=[O:48])[cH:14][cH:15][cH:16]1.[CH3:49][CH2:50][O:51][C:52](=[O:53])[CH3:54]>>[O:8]=[C:9]([OH:10])[c:11]1[cH:12][c:13]([NH:17][C:18]([NH:19][CH2:20][C:21](=[O:22])[N:23]2[CH:24]([C:41](=[O:42])[O:43][C:44]([CH3:45])([CH3:46])[CH3:47])[CH2:25][CH:26]([CH2:34][c:35]3[cH:36][cH:37][cH:38][cH:39][cH:40]3)[CH:27]2[c:28]2[cH:29][cH:30][cH:31][cH:32][cH:33]2)=[O:48])[cH:14][cH:15][cH:16]1. The reactants are CC(C)(C)OC(=O)C1CC(Cc2ccccc2)C(c2ccccc2)N1C(=O)CNC(=O)Nc1cccc(C(=O)OCc2ccccc2)c1, CCOC(C)=O. Product: CC(C)(C)OC(=O)C1CC(Cc2ccccc2)C(c2ccccc2)N1C(=O)CNC(=O)Nc1cccc(C(=O)O)c1. Starting materials: BrC1=CC(=C(C=C1)C1=C(C=C(C=C1)Br)CO)CO ((4,4′-dibromo-2′-hydroxymethyl-biphenyl-2-yl)-methanol). Solvent: P(O)(O)(O)=O (phosphoric acid), O (water). Conditions: temperature 160 celsius. The product is BrC=1C=CC2=C(COCC3=C2C=CC(=C3)Br)C1 (3,9-dibromo-5,7-dihydro-dibenzo[c,e]oxepine). The yield is 95.0%. As a reaction SMILES: [Br:1][C:2]1[CH:7]=[CH:6][C:5]([C:8]2[CH:13]=[CH:12][C:11]([Br:14])=[CH:10][C:9]=2[CH2:15]O)=[C:4]([CH2:17][OH:18])[CH:3]=1>P(=O)(O)(O)O.O>[Br:14][C:11]1[CH:12]=[CH:13][C:8]2[C:5]3[CH:6]=[CH:7][C:2]([Br:1])=[CH:3][C:4]=3[CH2:17][O:18][CH2:15][C:9]=2[CH:10]=1. Reported procedure: The suspension of (4,4′-dibromo-2′-hydroxymethyl-biphenyl-2-yl)-methanol (460 mg) in phosphoric acid (25 ml) was heated at 160° C. for 4 hours. The mixture was cooled and diluted with water (100 ml), and was extracted with EtOAC. The organic phase was washed with water, saturated sodium bicarbonate, and brine, and was dried with sodium sulfate. Concentration yielded 3,9-dibromo-5,7-dihydro-dibenzo[c,e]oxepine (416 mg).